From a dataset of the Open Reaction Database (ORD), a public repository of structured organic reaction records. describe an organic reaction: reactants, conditions, products, and yield Starting materials: Cl (hydrochloric acid), BrC=1C(=C(SC1Br)C(=O)OCC)Cl (Ethyl 4,5-dibromo-3-chlorothiophene-2-carboxylate), [OH-].[Li+] (lithium hydroxide), C1CCOC1 (THF). The solvent is O (water). Conditions: temperature 25 celsius, time 32 hour. Product: BrC=1C(=C(SC1Br)C(=O)O)Cl (4,5-Dibromo-3-chlorothiophene-2-carboxylic acid). Yield: 86.5%. RXN SMILES: [Br:1][C:2]1[C:3]([Cl:13])=[C:4]([C:8]([O:10]CC)=[O:9])[S:5][C:6]=1[Br:7].[OH-].[Li+].C1COCC1.Cl>O>[Br:1][C:2]1[C:3]([Cl:13])=[C:4]([C:8]([OH:10])=[O:9])[S:5][C:6]=1[Br:7] |f:1.2|. Procedure details: Ethyl 4,5-dibromo-3-chlorothiophene-2-carboxylate (5.52 g, 15.8 mmol) and lithium hydroxide (0.716 g, 31.7 mmol) were taken up in mixture of THF (30 mL) and water (30 mL). The reaction mixture was stirred at 25° C. for 32 hours. The aqueous layer was made acidic by the dropwise addition of conc hydrochloric acid and extracted with ether (3×50 mL). The combined organic extracts were dried over sodium sulfate, filtered and concentrated to give the product as a white solid (4.38 g, 86%) that was us...